Dataset: the Open Reaction Database (ORD), a public repository of structured organic reaction records. Task: describe an organic reaction: reactants, conditions, products, and yield Reactants: CC(NC(=O)OCc1ccccc1)C(=O)O, CC(C)COC(=O)Cl, CCOC(=O)N(C)NC(=O)C1CCCN1C(=O)C(C)N, CN1CCOCC1, ClC(Cl)Cl, O=C(O)C(F)(F)F, C1CCOC1. Product: CCOC(=O)N(C)NC(=O)C1CCCN1C(=O)C(C)NC(=O)C(C)NC(=O)OCc1ccccc1. RXN SMILES: [C:1](=[O:2])([O:3][CH2:4][c:5]1[cH:6][cH:7][cH:8][cH:9][cH:10]1)[NH:11][CH:12]([CH3:13])[C:14](=[O:15])[OH:16].[CH2:24]([O:25][C:26]([Cl:27])=[O:28])[CH:29]([CH3:30])[CH3:31].[CH2:39]([CH3:40])[O:41][C:42]([N:43]([NH:44][C:45]([CH:46]1[N:47]([C:51]([CH:52]([NH2:53])[CH3:54])=[O:55])[CH2:48][CH2:49][CH2:50]1)=[O:56])[CH3:57])=[O:58].[CH3:17][N:18]1[CH2:19][CH2:20][O:21][CH2:22][CH2:23]1.[CH:64]([Cl:65])([Cl:66])[Cl:67].[F:32][C:33]([F:34])([F:35])[C:36]([OH:37])=[O:38].[O:59]1[CH2:60][CH2:61][CH2:62][CH2:63]1>>[C:1](=[O:2])([O:3][CH2:4][c:5]1[cH:6][cH:7][cH:8][cH:9][cH:10]1)[NH:11][CH:12]([CH3:13])[C:14](=[O:16])[NH:53][CH:52]([C:51]([N:47]1[CH:46]([C:45]([NH:44][N:43]([C:42]([O:41][CH2:39][CH3:40])=[O:58])[CH3:57])=[O:56])[CH2:50][CH2:49][CH2:48]1)=[O:55])[CH3:54]. Run in O (H2O). The product is N1(CCCC1)CC=1C=C(C=CC1)C=1C=C2C=CN3C2=C(C1)CNCC3=O (6-(3-Pyrrolidin-1-ylmethyl-phenyl)-3,4-dihydro-2H-[1,4]diazepino[6,7,1-hi]indol-1-one). Reported procedure: Using the reductive amination procedure described in Example 82, the title compound was synthesized from 3-(1-oxo-1,2,3,4-tetrahydro-[1,4]diazepino[6,7,1-hi]indol-6-yl)-benzaldehyde and pyrrolidine in 92% yield as a pale-yellow solid: mp 158-160° C.; 1H NMR (DMSO-d6) δ 1.71 (br s, 4H), 2.49 (br s, 4H), 3.49 (br s, 2H), 3.68 (br s, 2H), 4.30-4.33 (m, 2H), 6.70 (s, 1H), 7.17 (t, 1H, J=9.0 Hz), 7.38-7.52 (m, 4H), 7.79 (d, 1H, J=9.0 Hz), 7.82 (d, 1H, J=9.0 Hz), 8.38 (t, 1H, J=6.0 Hz). HRMS calcd. fo... The reactants are O=C1CNCC=2C=C(C=C3C=CN1C23)C=2C=C(C=O)C=CC2 (3-(1-oxo-1,2,3,4-tetrahydro-[1,4]diazepino[6,7,1-hi]indol-6-yl)-benzaldehyde), N1CCCC1 (pyrrolidine), C22H23N3O. Isolated yield 92.0%. Reaction SMILES: [O:1]=[C:2]1[N:13]2[C:14]3[C:10]([CH:11]=[CH:12]2)=[CH:9][C:8]([C:15]2[CH:16]=[C:17]([CH:20]=[CH:21][CH:22]=2)[CH:18]=O)=[CH:7][C:6]=3[CH2:5][NH:4][CH2:3]1.[NH:23]1[CH2:27][CH2:26][CH2:25][CH2:24]1>O>[N:23]1([CH2:18][C:17]2[CH:16]=[C:15]([C:8]3[CH:9]=[C:10]4[C:14]5=[C:6]([CH2:5][NH:4][CH2:3][C:2](=[O:1])[N:13]5[CH:12]=[CH:11]4)[CH:7]=3)[CH:22]=[CH:21][CH:20]=2)[CH2:27][CH2:26][CH2:25][CH2:24]1. Solvent: C(Cl)Cl (CH2Cl2). Reaction conditions: time 3 hour. Starting materials: OC1=C(C(=O)OCC)C=CC=C1 (ethyl 2-hydroxybenzoate), C(C)(C)(C)OC(=O)NC(C(=O)O)CC1=CC=CC=C1 (2-(tert-butoxycarbonylamino)-3-phenylpropanoic acid), CCN=C=NCCCN(C)C.Cl (EDCl), CN(C)C1=NC=CC=C1 (dimethylaminopyridine). Product: C(C)(C)(C)OC(=O)NC(C(=O)OC1=C(C(=O)OCC)C=CC=C1)CC1=CC=CC=C1 (ethyl 2-(2-(tert-butoxycarbonylamino)-3-phenylpropanoyloxy)benzoate). Procedure details: To a solution of ethyl 2-hydroxybenzoate (0.5 g, 3.0 mmol) in CH2Cl2 (8 mL) was added 2-(tert-butoxycarbonylamino)-3-phenylpropanoic acid (0.8 g, 3.0 mmol), EDCl (0.63 g, 3.3 mmol) and dimethylaminopyridine (0.037 g, 0.3 mmol). The reaction was stirred (RT, 3 h) and then partitioned between CH2Cl2 and brine. The aqueous layer was extracted with CH2Cl2 and the combined organic extracts were dried over MgSO4. The crude material was purified by silica chromatography (0-10% MeOH/CH2Cl2) to afford 1.... As a reaction SMILES: [OH:1][C:2]1[CH:12]=[CH:11][CH:10]=[CH:9][C:3]=1[C:4]([O:6][CH2:7][CH3:8])=[O:5].[C:13]([O:17][C:18]([NH:20][CH:21]([CH2:25][C:26]1[CH:31]=[CH:30][CH:29]=[CH:28][CH:27]=1)[C:22](O)=[O:23])=[O:19])([CH3:16])([CH3:15])[CH3:14].CCN=C=NCCCN(C)C.Cl.CN(C1C=CC=CN=1)C>C(Cl)Cl>[C:13]([O:17][C:18]([NH:20][CH:21]([CH2:25][C:26]1[CH:27]=[CH:28][CH:29]=[CH:30][CH:31]=1)[C:22]([O:1][C:2]1[CH:12]=[CH:11][CH:10]=[CH:9][C:3]=1[C:4]([O:6][CH2:7][CH3:8])=[O:5])=[O:23])=[O:19])([CH3:16])([CH3:14])[CH3:15] |f:2.3|. Yield: 96.7%. Reactants: OC1=CC=C(C=C1)C=1CCC(N(N1)C)=O (6-(4-hydroxyphenyl)-methyl-4,5-dihydro-3(2H)-pyridazinone), 178,189 A2, C(=O)([O-])[O-].[K+].[K+] (K2CO3), BrCCCN1C(C=2C(C1=O)=CC=CC2)=O (N-(3-bromopropyl)phthalimide). Solvent: CN(C)C=O (DMF). The product is C1(C=2C(C(N1CCCOC1=CC=C(C=C1)C=1C(CC(NN1)=O)C)=O)=CC=CC2)=O (6-[4-(3-phthalimidopropyloxy)phenyl]-5-methyl-4,5-dihydro-3(2H)-pyridazinone). Isolated yield 104.0%. RXN SMILES: [OH:1][C:2]1[CH:7]=[CH:6][C:5]([C:8]2[CH2:9][CH2:10][C:11](=[O:15])[N:12](C)[N:13]=2)=[CH:4][CH:3]=1.[C:16]([O-])([O-])=O.[K+].[K+].Br[CH2:23][CH2:24][CH2:25][N:26]1[C:30](=[O:31])[C:29]2=[CH:32][CH:33]=[CH:34][CH:35]=[C:28]2[C:27]1=[O:36]>CN(C=O)C>[C:30]1(=[O:31])[N:26]([CH2:25][CH2:24][CH2:23][O:1][C:2]2[CH:7]=[CH:6][C:5]([C:8]3[CH:9]([CH3:16])[CH2:10][C:11](=[O:15])[NH:12][N:13]=3)=[CH:4][CH:3]=2)[C:27](=[O:36])[C:28]2=[CH:35][CH:34]=[CH:33][CH:32]=[C:29]12 |f:1.2.3|. Procedure: A mixture of 500 mg (2.45 mmol) of 6-(4-hydroxyphenyl)-methyl-4,5-dihydro-3(2H)-pyridazinone (prepared by the method described in Eur. Pat. Appl. EP 178,189 A2), 373 mg (2.70 mmol) of powdered anhydrous K2CO3, and 790 mg (2.95 mmol) of N-(3-bromopropyl)phthalimide in 10 ml of DMF is heated at 100° C. for 2 hrs. The DMF is removed under vacuum, the residue is taken up in 125 ml of EtOAc and 100 ml of water, the organic phase washed once with 75 ml of water, died (MgSO4), and the solvent removed t... Run at time 2 hour. Reactants: C1C(CCC2=CC=CC=C12)C(=O)O (1,2,3,4-tetrahydro-2-naphthoic acid), [H-].[Al+3].[Li+].[H-].[H-].[H-] (lithium aluminum hydride), [O-]S(=O)(=O)[O-].[Na+].[Na+] (Na2SO4). Reported procedure: To a solution of 5.0 g (0.028 mol) 1,2,3,4-tetrahydro-2-naphthoic acid in 30 ml of dry tetrahydrofuran, 1.1 g (0.029 mol) lithium aluminum hydride was added over a period of one half hour. After the addition was completed, the mixture was stirred at room temperature for a period of 2 hours. It was then cooled on ice, and was carefully decomposed with a minimum amount of saturated Na2SO4 solution. The reaction mixture was filtered and washed with ether. The organic layer was combined and extracte... The product is OCC1CC2=CC=CC=C2CC1 (2-(Hydroxymethyl)-1,2,3,4-tetrahydronaphthalene). The solvent is O1CCCC1 (tetrahydrofuran). Yield: 96.9%. RXN SMILES: [CH2:1]1[C:10]2[C:5](=[CH:6][CH:7]=[CH:8][CH:9]=2)[CH2:4][CH2:3][CH:2]1[C:11](O)=[O:12].[H-].[Al+3].[Li+].[H-].[H-].[H-].[O-]S([O-])(=O)=O.[Na+].[Na+]>O1CCCC1>[OH:12][CH2:11][CH:2]1[CH2:3][CH2:4][C:5]2[C:10](=[CH:9][CH:8]=[CH:7][CH:6]=2)[CH2:1]1 |f:1.2.3.4.5.6,7.8.9|. Starting materials: ClCCCCC1=CC=C(C=C1)C=1NC(SC1)=O (4-(4-(4-chlorobutyl)phenyl)-thiazol-2-one), S1N=C(C2=C1C=CC=C2)N2CCNCC2 (N-(3-benzoisothiazolyl)piperazine), C([O-])([O-])=O.[Na+].[Na+] (sodium carbonate). Reagents/catalysts: [I-].[Na+] (sodium iodide). Run in CC(=O)CC(C)C (methylisobutylketone). Product: S1N=C(C2=C1C=CC=C2)N2CCN(CC2)CCCCC2=CC=C(C=C2)C=2NC(SC2)=O (4-(4-(4-(4-(3-Benzisothiazolyl)piperazinyl)butyl)-phenyl)-thiazol-2-one). Yield: 59.4%. RXN SMILES: Cl[CH2:2][CH2:3][CH2:4][CH2:5][C:6]1[CH:11]=[CH:10][C:9]([C:12]2[NH:13][C:14](=[O:17])[S:15][CH:16]=2)=[CH:8][CH:7]=1.[S:18]1[C:22]2[CH:23]=[CH:24][CH:25]=[CH:26][C:21]=2[C:20]([N:27]2[CH2:32][CH2:31][NH:30][CH2:29][CH2:28]2)=[N:19]1.C(=O)([O-])[O-].[Na+].[Na+]>[I-].[Na+].CC(CC(C)C)=O>[S:18]1[C:22]2[CH:23]=[CH:24][CH:25]=[CH:26][C:21]=2[C:20]([N:27]2[CH2:28][CH2:29][N:30]([CH2:2][CH2:3][CH2:4][CH2:5][C:6]3[CH:11]=[CH:10][C:9]([C:12]4[NH:13][C:14](=[O:17])[S:15][CH:16]=4)=[CH:8][CH:7]=3)[CH2:31][CH2:32]2)=[N:19]1 |f:2.3.4,5.6|. Procedure: To a 125 ml round-bottomed flask equipped with condenser and N2 inlet were added 1.10 g (4.11 mmol) 4-(4-(4-chlorobutyl)phenyl)-thiazol-2-one, 0.90 g (4.11 mmol) N-(3-benzoisothiazolyl)piperazine, 0.87 g (8.22 mmol) sodium carbonate, 2 mg sodium iodide, and 40 ml methylisobutylketone. The reaction mixture was heated at reflux for 44 hours, cooled, filtered, and the filtrate was evaporated. The residue was chromatographed on silica gel using ethyl acetate as eluent, and the product fractions coll... Starting materials: BrCC1CC1, CC(C)(C)OC(=O)NC1CNc2ccccc2N(CC(F)(F)F)C1=O, O=C([O-])[O-], [Cs+], [Cs+], O=C=O. Yields the product CC(C)(C)OC(=O)NC1CN(C(=O)OCC2CC2)c2ccccc2N(CC(F)(F)F)C1=O. Reaction SMILES: [Br:29][CH2:30][CH:31]1[CH2:32][CH2:33]1.[C:1]([CH3:2])([CH3:3])([CH3:4])[O:5][C:6]([NH:7][CH:8]1[CH2:9][NH:10][c:11]2[c:12]([cH:21][cH:22][cH:23][cH:24]2)[N:13]([CH2:16][C:17]([F:18])([F:19])[F:20])[C:14]1=[O:15])=[O:25].[C:34](=[O:35])([O-:36])[O-:37].[Cs+:38].[Cs+:39].[O:26]=[C:27]=[O:28]>>[C:1]([CH3:2])([CH3:3])([CH3:4])[O:5][C:6]([NH:7][CH:8]1[CH2:9][N:10]([C:27]([O:26][CH2:30][CH:31]2[CH2:32][CH2:33]2)=[O:28])[c:11]2[c:12]([cH:21][cH:22][cH:23][cH:24]2)[N:13]([CH2:16][C:17]([F:18])([F:19])[F:20])[C:14]1=[O:15])=[O:25].